This data is from the Open Reaction Database (ORD), a public repository of structured organic reaction records. The task is: describe an organic reaction: reactants, conditions, products, and yield Product: COc1ccccc1CCBr. Reaction SMILES: [Br:15][CH2:16][C:17](=[O:18])[c:19]1[c:20]([O:25][CH3:26])[cH:21][cH:22][cH:23][cH:24]1.[CH2:1]([SiH:2]([CH2:3][CH3:4])[CH2:5][CH3:6])[CH3:7].[F:8][C:9]([F:10])([F:11])[C:12]([OH:13])=[O:14].[Na+:28].[Na+:33].[O-:29][C:30]([OH:31])=[O:32].[OH-:27]>>[Br:15][CH2:16][CH2:17][c:19]1[c:20]([O:25][CH3:26])[cH:21][cH:22][cH:23][cH:24]1. Starting materials: COc1ccccc1C(=O)CBr, CC[SiH](CC)CC, O=C(O)C(F)(F)F, [Na+], [Na+], O=C([O-])O, [OH-]. The reactants are N(=[N+]=[N-])CCCCCCO[C@@H]1CC[C@@H](C(N(C1)C)=O)NC([C@H](OC)[C@@H]1OC(O[C@@H]([C@H]1O)\C=C\C(C)(C)C)(C)C)=O ((R)-N-[(3S,6R)-6-(6-azido-hexyloxy)-1-methyl-2-oxo-azepan-3-yl]-2-[(4R,5R,6R)-6-((E)3,3-dimethyl-but-1-enyl)-5-hydroxy-2,2-dimethyl-[1,3]dioxan-4-yl]-2-methoxy-acetamide), C(CCCCCCCCCCCCC)(=O)O (tetradecanoic acid), 3R,6S-6-{(R)-2-[(4R,5R,6R)-6-((E)-3,3-dimethyl-but-1-enyl)-5-hydroxy-2,2-dimethyl-[1,3]dioxan-4-yl]-2-methoxy-acetylamino}-7-oxo-1-pyridin-3-ylmethyl-azepan-3-yl ester. Product: N(=[N+]=[N-])CCCCCCO[C@@H]1CC[C@@H](C(N(C1)C)=O)NC([C@@H]([C@@H]([C@H]([C@@H](\C=C\C(C)(C)C)O)O)O)OC)=O ((E)-(2R,3R,4S,5R)-3,4,5-trihydroxy-2-methoxy-8,8-dimethyl-non-6-enoic acid [(3S,6R)-6-(6-azido-hexyloxy)-1-methyl-2-oxo-azepan-3-yl]-amide). Reaction SMILES: [N:1]([CH2:4][CH2:5][CH2:6][CH2:7][CH2:8][CH2:9][O:10][C@H:11]1[CH2:17][N:16]([CH3:18])[C:15](=[O:19])[C@@H:14]([NH:20][C:21](=[O:40])[C@@H:22]([C@H:25]2[C@H:30]([OH:31])[C@@H:29](/[CH:32]=[CH:33]/[C:34]([CH3:37])([CH3:36])[CH3:35])[O:28]C(C)(C)[O:26]2)[O:23][CH3:24])[CH2:13][CH2:12]1)=[N+:2]=[N-:3].C(O)(=O)CCCCCCCCCCCCC>>[N:1]([CH2:4][CH2:5][CH2:6][CH2:7][CH2:8][CH2:9][O:10][C@H:11]1[CH2:17][N:16]([CH3:18])[C:15](=[O:19])[C@@H:14]([NH:20][C:21](=[O:40])[C@H:22]([O:23][CH3:24])[C@H:25]([OH:26])[C@@H:30]([OH:31])[C@H:29]([OH:28])/[CH:32]=[CH:33]/[C:34]([CH3:35])([CH3:37])[CH3:36])[CH2:13][CH2:12]1)=[N+:2]=[N-:3]. Reported procedure: Following the procedure of Example 1 m) except (R)-N-[(3S,6R)-6-(6-azido-hexyloxy)-1-methyl-2-oxo-azepan-3-yl]-2-[(4R,5R,6R)-6-((E)3,3-dimethyl-but-1-enyl)-5-hydroxy-2,2-dimethyl-[1,3]dioxan-4-yl]-2-methoxy-acetamide is substituted for tetradecanoic acid (3R,6S-6-{(R)-2-[(4R,5R,6R)-6-((E)-3,3-dimethyl-but-1-enyl)-5-hydroxy-2,2-dimethyl-[1,3]dioxan-4-yl]-2-methoxy-acetylamino}-7-oxo-1-pyridin-3-ylmethyl-azepan-3-yl ester. MS (ESI) 528.0 (M+H)+ Solvent: O1CCCC1 (tetrahydrofuran). Isolated yield 54.3%. Procedure details: A solution of 4-(4′-methylbiphenyl-2-carboxamido)-N-methyl-N-(2-ethoxycarbonylphenyl)benzamide (493 mg) in tetrahydrofuran (20 ml) was cooled in an ice bath. Lithium aluminum hydride (1M solution in tetrahydrofuran, 2.5 ml) was added dropwise to the solution and the mixture was stirred at the same temperature for 2 hours. Water was slowly added to the solution and resulting mixture was acidified with 1N hydrochloric acid. The solution was extracted with chloroform and the organic solution was wa... The reactants are Cl (hydrochloric acid), CC1=CC=C(C=C1)C=1C(=CC=CC1)C(=O)NC1=CC=C(C(=O)N(C2=C(C=CC=C2)C(=O)OCC)C)C=C1 (4-(4′-methylbiphenyl-2-carboxamido)-N-methyl-N-(2-ethoxycarbonylphenyl)benzamide), O (Water), [H-].[Al+3].[Li+].[H-].[H-].[H-] (Lithium aluminum hydride). Yields the product CC1=CC=C(C=C1)C=1C(=CC=CC1)C(=O)NC1=CC=C(C(=O)N(C2=C(C=CC=C2)CO)C)C=C1 (4-(4′-methylbiphenyl-2-carboxamido)-N-methyl-N-(2-hydroxymethylphenyl)benzamide). Reaction SMILES: [CH3:1][C:2]1[CH:7]=[CH:6][C:5]([C:8]2[C:9]([C:14]([NH:16][C:17]3[CH:37]=[CH:36][C:20]([C:21]([N:23]([CH3:35])[C:24]4[CH:29]=[CH:28][CH:27]=[CH:26][C:25]=4[C:30](OCC)=[O:31])=[O:22])=[CH:19][CH:18]=3)=[O:15])=[CH:10][CH:11]=[CH:12][CH:13]=2)=[CH:4][CH:3]=1.[H-].[Al+3].[Li+].[H-].[H-].[H-].O.Cl>O1CCCC1>[CH3:1][C:2]1[CH:3]=[CH:4][C:5]([C:8]2[C:9]([C:14]([NH:16][C:17]3[CH:18]=[CH:19][C:20]([C:21]([N:23]([CH3:35])[C:24]4[CH:29]=[CH:28][CH:27]=[CH:26][C:25]=4[CH2:30][OH:31])=[O:22])=[CH:36][CH:37]=3)=[O:15])=[CH:10][CH:11]=[CH:12][CH:13]=2)=[CH:6][CH:7]=1 |f:1.2.3.4.5.6|. Conditions: time 2 hour. Reaction SMILES: [N:1]1[C:5](=[C:6]2[N:10]=[N:9][N:8]=[N:7]2)[N:4]=[N:3][N:2]=1.[NH4+:11].[NH4+].C(=O)([O-])[O-].[Cu+2:17]>O>[N:1]1[C:5](=[C:6]2[N:10]=[N:9][N:8]=[N:7]2)[N:4]=[N:3][N:2]=1.[NH4+:11].[NH4+:1].[Cu+2:17] |f:0.1.2,3.4,6.7.8.9|. Procedure: In this Example, 60.87 grams of diammonium bitetrazole were suspended in 120 ml of deionized water. Subsequently, 39.13 grams of basic copper carbonate were added to the reaction mixture. The resulting reaction mixture was heated to 90° C. and continued to be heated and stirred for approximately 1 hour. A solid was formed that was filtered, washed with water, filtered again and then vacuum oven dried at 80° C. The resulting solid was in a yield of 85.95 grams as compared to the theoretical yield... Starting materials: N1=NN=NC1=C1N=NN=N1.[NH4+].[NH4+] (diammonium bitetrazole), C([O-])([O-])=O.[Cu+2] (copper carbonate). Reaction conditions: temperature 90 celsius, time 1 hour. Solvent: O (water). The product is N1=NN=NC1=C1N=NN=N1.[NH4+].[NH4+].[Cu+2] (Copper Diammonium Bitetrazole). Reactants: ClCC(=O)OC(CCl)=O (chloroacetic anhydride), ice water, ClC1=CC=CC2=C1C(N1[C@H](C=3N2C=NC3C(=O)NN)CCC1)=O ((S)-8-chloro-9-oxo-11,12,13,13a-tetrahydro-9H-imidazo[1,5-a]pyrrolo[2, 1-c][1,4]benzodiazepine-1-carboxylic acid hydrazide), CS(=O)(=O)O (methanesulphonic acid), O=P12OP3(=O)OP(=O)(O1)OP(=O)(O2)O3 (phosphorus pentoxide), [OH-].[Na+] (sodium hydroxide). Solvent: CCOCC (ether), CN(C=O)C (N,N-dimethylformamide). Reaction conditions: time 2 hour. Product: ClC1=CC=CC2=C1C(N1[C@H](C=3N2C=NC3C=3OC(=NN3)CCl)CCC1)=O ((S)-8-chloro-1-(5-chloromethyl-1,3,4-oxadiazol-2-yl)-11,12,13,13a-tetrahydro-9H-imidazo[1,5-a]pyrrolo[2,1-c][1,4]benzodiazepin-9-one). Yield: 56.4%. Reaction SMILES: [Cl:1][C:2]1[C:7]2[C:8](=[O:23])[N:9]3[CH2:22][CH2:21][CH2:20][C@H:10]3[C:11]3[N:12]([CH:13]=[N:14][C:15]=3[C:16]([NH:18][NH2:19])=[O:17])[C:6]=2[CH:5]=[CH:4][CH:3]=1.[Cl:24][CH2:25][C:26](OC(=O)CCl)=O.CS(O)(=O)=O.O=P12OP3(OP(OP(O3)(O1)=O)(=O)O2)=O.[OH-].[Na+]>CN(C)C=O.CCOCC>[Cl:1][C:2]1[C:7]2[C:8](=[O:23])[N:9]3[CH2:22][CH2:21][CH2:20][C@H:10]3[C:11]3[N:12]([CH:13]=[N:14][C:15]=3[C:16]3[O:17][C:26]([CH2:25][Cl:24])=[N:19][N:18]=3)[C:6]=2[CH:5]=[CH:4][CH:3]=1 |f:4.5|. Reported procedure: A suspension of 3.06 g (9.22 mmol) of (S)-8-chloro-9-oxo-11,12,13,13a-tetrahydro-9H-imidazo[1,5-a]pyrrolo[2, 1-c][1,4]benzodiazepine-1-carboxylic acid hydrazide in 30 ml of N,N-dimethylformamide was treated with 1.97 g (0.0115 mol) of chloroacetic anhydride. The yellow solution obtained was stirred at room temperature for 11/2 hr. and then completely freed from the solvents. The residue was suspended in ether and filtered off under suction. The beige crystals obtained (3.75 g, m.p. 262°-264° (de... The reagents and catalysts are [Cu]I (copper (I) iodide), C=1C=CC(=CC1)[P](C=2C=CC=CC2)(C=3C=CC=CC3)[Pd]([P](C=4C=CC=CC4)(C=5C=CC=CC5)C=6C=CC=CC6)([P](C=7C=CC=CC7)(C=8C=CC=CC8)C=9C=CC=CC9)[P](C=1C=CC=CC1)(C=1C=CC=CC1)C=1C=CC=CC1 (tetrakis(triphenylphosphine)palladium(0)). As a reaction SMILES: [CH2:1]([O:8][C:9]1[C:14]([CH2:15][N:16]2[CH2:25][CH2:24][C:23]3[C:18](=[C:19]([Cl:28])[C:20](Br)=[CH:21][C:22]=3[Cl:26])[C:17]2=[O:29])=[C:13]([CH3:30])[CH:12]=[C:11]([CH3:31])[N:10]=1)[C:2]1[CH:7]=[CH:6][CH:5]=[CH:4][CH:3]=1.[CH3:32][N:33]1[C:37]([Sn](CCCC)(CCCC)CCCC)=[C:36]([CH3:51])[N:35]=[N:34]1>[Cu]I.C1C=CC([P]([Pd]([P](C2C=CC=CC=2)(C2C=CC=CC=2)C2C=CC=CC=2)([P](C2C=CC=CC=2)(C2C=CC=CC=2)C2C=CC=CC=2)[P](C2C=CC=CC=2)(C2C=CC=CC=2)C2C=CC=CC=2)(C2C=CC=CC=2)C2C=CC=CC=2)=CC=1.O1CCOCC1>[CH2:1]([O:8][C:9]1[C:14]([CH2:15][N:16]2[CH2:25][CH2:24][C:23]3[C:18](=[C:19]([Cl:28])[C:20]([C:37]4[N:33]([CH3:32])[N:34]=[N:35][C:36]=4[CH3:51])=[CH:21][C:22]=3[Cl:26])[C:17]2=[O:29])=[C:13]([CH3:30])[CH:12]=[C:11]([CH3:31])[N:10]=1)[C:2]1[CH:7]=[CH:6][CH:5]=[CH:4][CH:3]=1 |^1:57,59,78,97|. The solvent is O1CCOCC1 (1,4-dioxane). Starting materials: C(C1=CC=CC=C1)OC1=NC(=CC(=C1CN1C(C2=C(C(=CC(=C2CC1)Cl)Br)Cl)=O)C)C (2-{[2-(benzyloxy)-4,6-dimethylpyridin-3-yl]methyl}-7-bromo-5,8-dichloro-3,4-dihydroisoquinolin-1(2H)-one), CN1N=NC(=C1[Sn](CCCC)(CCCC)CCCC)C (1,4-dimethyl-5-(tributylstannanyl)-1H-1,2,3-triazole). Procedure: To a mixture of 2-{[2-(benzyloxy)-4,6-dimethylpyridin-3-yl]methyl}-7-bromo-5,8-dichloro-3,4-dihydroisoquinolin-1(2H)-one (253 g, 500 mg, 0.96 mmol), and 1,4-dimethyl-5-(tributylstannanyl)-1H-1,2,3-triazole (CAS: 1047637-17-1, 754 mg, 1.95 mmol) in a microwave tube was added 1,4-dioxane (10 mL), copper (I) iodide (28 mg, 0.14 mmol) and tetrakis(triphenylphosphine)palladium(0) (160 mg, 0.14 mmol). The solution was degassed using a stream of argon gas and degassing was continued for 10 minutes. The... Yield: 21.0%. Conditions: temperature 125 celsius, time 10 minute. Product: C(C1=CC=CC=C1)OC1=NC(=CC(=C1CN1C(C2=C(C(=CC(=C2CC1)Cl)C1=C(N=NN1C)C)Cl)=O)C)C ({[2-(benzyloxy)-4,6-dimethylpyridin-3-yl]methyl}-5,8-dichloro-7-(1,4-dimethyl-1H-1,2,3-triazol-5-yl)-3,4-dihydroisoquinolin-1(2H)-one).